This data is from the Open Reaction Database (ORD), a public repository of structured organic reaction records. The task is: describe an organic reaction: reactants, conditions, products, and yield The reactants are FC=1C=C2CCC(C(C2=CC1)C(C)C)(O)CC(=O)O ((6-fluoro-2-hydroxy-1-isopropyl-1,2,3,4-tetrahydro-naphthalen-2-yl) acetic acid), N1C(=NC2=C1C=CC=C2)CCCNC ([3-(1H-benzimidazol-2-yl)propyl]methylamine). Product: N1C(=NC2=C1C=CC=C2)CCCN(C(C[C@@]2([C@H](C1=CC=C(C=C1CC2)F)C(C)C)O)=O)C ((1S,2S)-N-[3-(1H-benzimidazol-2-yl) propyl]-2-(6-fluoro-2-hydroxy-1-isopropyl-1,2,3,4-tetrahydronaphthalen-2-yl)-N-methylacetamide). As a reaction SMILES: [F:1][C:2]1[CH:3]=[C:4]2[C:9](=[CH:10][CH:11]=1)[CH:8]([CH:12]([CH3:14])[CH3:13])[C:7]([CH2:16][C:17](O)=[O:18])([OH:15])[CH2:6][CH2:5]2.[NH:20]1[C:24]2[CH:25]=[CH:26][CH:27]=[CH:28][C:23]=2[N:22]=[C:21]1[CH2:29][CH2:30][CH2:31][NH:32][CH3:33]>>[NH:20]1[C:24]2[CH:25]=[CH:26][CH:27]=[CH:28][C:23]=2[N:22]=[C:21]1[CH2:29][CH2:30][CH2:31][N:32]([CH3:33])[C:17](=[O:18])[CH2:16][C@@:7]1([OH:15])[CH2:6][CH2:5][C:4]2[C:9](=[CH:10][CH:11]=[C:2]([F:1])[CH:3]=2)[C@@H:8]1[CH:12]([CH3:13])[CH3:14]. Procedure details: An "activated derivative" of (6-fluoro-2-hydroxy-1-isopropyl-1,2,3,4-tetrahydro-naphthalen-2-yl) acetic acid is a derivative that renders the acid more active in the reaction with [3-(1H-benzimidazol-2-yl)propyl]methylamine to form (1S,2S)-N-[3-(1H-benzimidazol-2-yl) propyl]-2-(6-fluoro-2-hydroxy-1-isopropyl-1,2,3,4-tetrahydronaphthalen-2-yl)-N-methylacetamide. Typical such derivatives include the corresponding acyl halides and anhydrides, and a preferred activated derivative is the mixed anhydr... Yield: 67.1%. Product: CN(C)CC1=CNC2=NC=CC=C21 (3-(N,N-dimethylaminomethyl)-1H-pyrrolo[2,3-b]pyridine). Run in C(CCC)O (n-butanol). Reported procedure: 7-azaindole (5.0 g, 17 mmole), dimethylammonium chloride (3.76 g), and paraformaldehyde (1.40 g) were dissolved in n-butanol (30 mL). The reaction was refluxed for 1 hour where upon cooling to room temperature fluffy white needles crystalized out. These were filtered and washed with butanol (10 mL). The solid was dried in vacuo to a white crystalline solid massing 6.1 g. A portion of this material (2.0 g) was converted to the free base by dissolving in 20 mL water. Upon the addition of ammonium ... RXN SMILES: [NH:1]1[C:9]2[C:4](=[CH:5][CH:6]=[CH:7][N:8]=2)[CH:3]=[CH:2]1.[Cl-].[CH3:11][NH2+:12][CH3:13].[CH2:14]=O>C(O)CCC>[CH3:11][N:12]([CH2:14][C:3]1[C:4]2[C:9](=[N:8][CH:7]=[CH:6][CH:5]=2)[NH:1][CH:2]=1)[CH3:13] |f:1.2|. Starting materials: N1C=CC2=CC=CN=C12 (7-azaindole), [Cl-].C[NH2+]C (dimethylammonium chloride), C=O (paraformaldehyde). Reactants: Cc1cc(Br)cnc1CCCCN, CSC1=NS(=O)(=O)c2ccsc21, CCO. Product: Cc1cc(Br)cnc1CCCCNC1=NS(=O)(=O)c2ccsc21. RXN SMILES: [Br:1][c:2]1[cH:3][c:4]([CH3:13])[c:5]([CH2:8][CH2:9][CH2:10][CH2:11][NH2:12])[n:6][cH:7]1.[CH3:14][S:15][C:16]1=[N:17][S:18](=[O:24])(=[O:25])[c:19]2[c:20]1[s:21][cH:22][cH:23]2.[CH3:26][CH2:27][OH:28]>>[Br:1][c:2]1[cH:3][c:4]([CH3:13])[c:5]([CH2:8][CH2:9][CH2:10][CH2:11][NH:12][C:16]2=[N:17][S:18](=[O:24])(=[O:25])[c:19]3[c:20]2[s:21][cH:22][cH:23]3)[n:6][cH:7]1. The reactants are [Cl-].[Li+] (lithium chloride), C(#N)C=1C=C(C(=O)N2CS(C3=C2C=CC=C3)(=O)=O)C=C(C1OC)C(C)C (3-(3-cyano-5-isopropyl-4-methoxybenzoyl)-1,1-dioxo-2,3-dihydro-1,3-benzothiazole), Cl (hydrochloric acid). The solvent is CN(C=O)C (N,N-dimethylformamide). Conditions: temperature 100 celsius, time 20 hour. Product: C(#N)C=1C=C(C(=O)N2CS(C3=C2C=CC=C3)(=O)=O)C=C(C1O)C(C)C (3-(3-cyano-4-hydroxy-5-isopropylbenzoyl)-1,1-dioxo-2,3-dihydro-1,3-benzothiazole). The yield is 84.1%. RXN SMILES: [C:1]([C:3]1[CH:4]=[C:5]([CH:19]=[C:20]([CH:24]([CH3:26])[CH3:25])[C:21]=1[O:22]C)[C:6]([N:8]1[C:12]2[CH:13]=[CH:14][CH:15]=[CH:16][C:11]=2[S:10](=[O:18])(=[O:17])[CH2:9]1)=[O:7])#[N:2].[Cl-].[Li+].Cl>CN(C)C=O>[C:1]([C:3]1[CH:4]=[C:5]([CH:19]=[C:20]([CH:24]([CH3:26])[CH3:25])[C:21]=1[OH:22])[C:6]([N:8]1[C:12]2[CH:13]=[CH:14][CH:15]=[CH:16][C:11]=2[S:10](=[O:18])(=[O:17])[CH2:9]1)=[O:7])#[N:2] |f:1.2|. Procedure: 3-(3-cyano-5-isopropyl-4-methoxybenzoyl)-1,1-dioxo-2,3-dihydro-1,3-benzothiazole (434 mg) was dissolved in N,N-dimethylformamide (5 mL), and lithium chloride (496 mg) was added to the solution, and then the mixture was stirred at 100° C. for 20 hours. To the reaction solution, 1N hydrochloric acid was added, and then the reaction mixture was extracted with ethyl acetate. The organic layer was washed with 1N hydrochloric acid and saturated brine, and then dried over anhydrous sodium sulfate. The ... Reactants: [Br-].C(C)(C)C1=C(C[P+](C2=CC=CC=C2)(C2=CC=CC=C2)C2=CC=CC=C2)C(=CC(=C1)C(C)C)C(C)C (2,4,6-triisopropyl-benzyl-triphenylphosphonium bromide), C(CCC)OC(C=C(C=CC=C(C)C=O)C)=O (7-formyl-3-methyl-octa-2,4,6-trien-1-oic acid butyl ester). Yields the product C(CCC)OC(C=C(C=CC=C(C=CC1=C(C=C(C=C1C(C)C)C(C)C)C(C)C)C)C)=O (9-(2,4,6-triisopropyl-phenyl)-3,7-dimethyl-nona-2,4,6,8-tetraen-1-oic acid butyl ester). Reaction SMILES: [Br-].[CH:2]([C:5]1[CH:30]=[C:29]([CH:31]([CH3:33])[CH3:32])[CH:28]=[C:27]([CH:34]([CH3:36])[CH3:35])[C:6]=1[CH2:7][P+](C1C=CC=CC=1)(C1C=CC=CC=1)C1C=CC=CC=1)([CH3:4])[CH3:3].[CH2:37]([O:41][C:42](=[O:53])[CH:43]=[C:44]([CH3:52])[CH:45]=[CH:46][CH:47]=[C:48]([CH:50]=O)[CH3:49])[CH2:38][CH2:39][CH3:40]>>[CH2:37]([O:41][C:42](=[O:53])[CH:43]=[C:44]([CH3:52])[CH:45]=[CH:46][CH:47]=[C:48]([CH3:49])[CH:50]=[CH:7][C:6]1[C:5]([CH:2]([CH3:4])[CH3:3])=[CH:30][C:29]([CH:31]([CH3:33])[CH3:32])=[CH:28][C:27]=1[CH:34]([CH3:36])[CH3:35])[CH2:38][CH2:39][CH3:40] |f:0.1|. Procedure: By the procedure of Example 6: 2,4,6-triisopropyl-benzyl-triphenylphosphonium bromide is condensed with 7-formyl-3-methyl-octa-2,4,6-trien-1-oic acid butyl ester to form 9-(2,4,6-triisopropyl-phenyl)-3,7-dimethyl-nona-2,4,6,8-tetraen-1-oic acid butyl ester (oil); which is hydrolyzed by the procedure of Example 7 to form: 9-(2,4,6-triisopropyl-phenyl)-3,7-dimethyl-nona-2,4,6,8-tetraen-1-oic acid m.p.: 221° C. Starting materials: [N+](=O)([O-])C1=CC=C(C=C1)S(=O)(=O)NC1=C(C(=O)NCCCN2C=NC=C2)C=CC=C1 (2-(4-Nitrobenzenesulphonamido)-N-(3-imidazol-1-ylpropyl)benzamide). The reagents and catalysts are [Pd] (palladium-on-charcoal). Solvent: C(C)(=O)O (acetic acid). Run at time 4 hour. The product is NC1=CC=C(C=C1)S(=O)(=O)NC1=C(C(=O)NCCCN2C=NC=C2)C=CC=C1 (2-(4-aminobenzenesulphonamido)-N-(3-imidazol-1-ylpropyl)benzamide). Yield: 74.8%. RXN SMILES: [N+:1]([C:4]1[CH:9]=[CH:8][C:7]([S:10]([NH:13][C:14]2[CH:30]=[CH:29][CH:28]=[CH:27][C:15]=2[C:16]([NH:18][CH2:19][CH2:20][CH2:21][N:22]2[CH:26]=[CH:25][N:24]=[CH:23]2)=[O:17])(=[O:12])=[O:11])=[CH:6][CH:5]=1)([O-])=O>C(O)(=O)C.[Pd]>[NH2:1][C:4]1[CH:5]=[CH:6][C:7]([S:10]([NH:13][C:14]2[CH:30]=[CH:29][CH:28]=[CH:27][C:15]=2[C:16]([NH:18][CH2:19][CH2:20][CH2:21][N:22]2[CH:26]=[CH:25][N:24]=[CH:23]2)=[O:17])(=[O:12])=[O:11])=[CH:8][CH:9]=1. Procedure: 2-(4-Nitrobenzenesulphonamido)-N-(3-imidazol-1-ylpropyl)benzamide (38.4 g) was dissolved in glacial acetic acid (30 ml) and 5% w/w palladium-on-charcoal (8.0 g) was added. The mixture was stirred under an atmosphere of hydrogen for 4 hours, filtered free of catalyst and evaporated. The solid residue was dissolved in water and the solution was adjusted to pH 9 by the addition of aqueous ammonia. The solid which had precipitated was collected and recrystallised from ethanol to give 2-(4-aminobenze...